From a dataset of the Open Reaction Database (ORD), a public repository of structured organic reaction records. describe an organic reaction: reactants, conditions, products, and yield Reactants: CC(C)(C)OC(=O)NC1CCCCN(C2CCC(N=[N+]=[N-])CC2CS(=O)(=O)c2ccccc2)C1=O, CCOC(C)=O, O=C(O)C(F)(F)F. The product is [N-]=[N+]=NC1CCC(N2CCCCC(N)C2=O)C(CS(=O)(=O)c2ccccc2)C1. Reaction SMILES: [C:1]([O:2][C:3](=[O:4])[NH:7][CH:8]1[C:9](=[O:34])[N:10]([CH:15]2[CH:16]([CH2:24][S:25](=[O:26])(=[O:27])[c:28]3[cH:29][cH:30][cH:31][cH:32][cH:33]3)[CH2:17][CH:18]([N:21]=[N+:22]=[N-:23])[CH2:19][CH2:20]2)[CH2:11][CH2:12][CH2:13][CH2:14]1)([CH3:5])([CH3:6])[CH3:35].[CH3:43][CH2:44][O:45][C:46]([CH3:47])=[O:48].[F:36][C:37]([F:38])([F:39])[C:40]([OH:41])=[O:42]>>[NH2:7][CH:8]1[C:9](=[O:34])[N:10]([CH:15]2[CH:16]([CH2:24][S:25](=[O:26])(=[O:27])[c:28]3[cH:29][cH:30][cH:31][cH:32][cH:33]3)[CH2:17][CH:18]([N:21]=[N+:22]=[N-:23])[CH2:19][CH2:20]2)[CH2:11][CH2:12][CH2:13][CH2:14]1. Reactants: Brc1ncccn1, CC(C)(C)OC(=O)ONCCC1CCNCC1, CC#N, CCN(C(C)C)C(C)C. The product is CC(C)(C)OC(=O)ONCCC1CCN(c2ncccn2)CC1. As a reaction SMILES: [Br:27][c:28]1[n:29][cH:30][cH:31][cH:32][n:33]1.[C:1]([CH3:2])([CH3:3])([CH3:4])[O:5][C:6](=[O:7])[O:8][NH:9][CH2:10][CH2:11][CH:12]1[CH2:13][CH2:14][NH:15][CH2:16][CH2:17]1.[CH3:34][C:35]#[N:36].[CH:18]([N:19]([CH2:20][CH3:21])[CH:22]([CH3:23])[CH3:24])([CH3:25])[CH3:26]>>[C:1]([CH3:2])([CH3:3])([CH3:4])[O:5][C:6](=[O:7])[O:8][NH:9][CH2:10][CH2:11][CH:12]1[CH2:13][CH2:14][N:15]([c:28]2[n:29][cH:30][cH:31][cH:32][n:33]2)[CH2:16][CH2:17]1. Reactants: COC=1C=CC2=C(SC(=C2C(C2=CC=C(C=C2)OCC2CN(CCC2)C)=O)C2=CC=C(C=C2)OC)C1 (6-Methoxy-2-(4-methoxyphenyl)-3-(4-[(1-methylpiperidin-3-yl)methoxy]benzoyl)benzo[b]thiophene), C(C)S (ethane thiol), [Cl-].[Al+3].[Cl-].[Cl-] (aluminum chloride). Product: OC=1C=CC2=C(SC(=C2C(C2=CC=C(C=C2)OCC2CN(CCC2)C)=O)C2=CC=C(C=C2)O)C1 (6-Hydroxy-2-(4-Hydroxyphenyl)-3-(4-[(1-Methylpiperidin-3-yl)methoxy]benzoyl)benzo[b]thiophene). The yield is 53.9%. RXN SMILES: C[O:2][C:3]1[CH:4]=[CH:5][C:6]2[C:10]([C:11](=[O:27])[C:12]3[CH:17]=[CH:16][C:15]([O:18][CH2:19][CH:20]4[CH2:25][CH2:24][CH2:23][N:22]([CH3:26])[CH2:21]4)=[CH:14][CH:13]=3)=[C:9]([C:28]3[CH:33]=[CH:32][C:31]([O:34]C)=[CH:30][CH:29]=3)[S:8][C:7]=2[CH:36]=1.C(S)C.[Cl-].[Al+3].[Cl-].[Cl-]>>[OH:2][C:3]1[CH:4]=[CH:5][C:6]2[C:10]([C:11](=[O:27])[C:12]3[CH:13]=[CH:14][C:15]([O:18][CH2:19][CH:20]4[CH2:25][CH2:24][CH2:23][N:22]([CH3:26])[CH2:21]4)=[CH:16][CH:17]=3)=[C:9]([C:28]3[CH:29]=[CH:30][C:31]([OH:34])=[CH:32][CH:33]=3)[S:8][C:7]=2[CH:36]=1 |f:2.3.4.5|. Procedure: 6-Methoxy-2-(4-methoxyphenyl)-3-(4-[(1-methylpiperidin-3-yl)methoxy]benzoyl)benzo[b]thiophene (878 mg, 1.75 mmol), ethane thiol (8.75 mmol), and aluminum chloride (1.40 g, 10.S mmol) were converted to 447 mg (54%) of the title compound by the procedure of Example 16. MS(FD) 473(M+). IR (CHCl3) ν max 3205, 2954, 1599, 1467, 1266, 1171. The reactants are FC1=CC=C(C=C1)CC1=CN=C2C(=C(C(N(C2=C1)CC(F)(F)F)=O)C(=O)OCC)O (ethyl 7-[(4-fluorophenyl)methyl]-4-hydroxy-2-oxo-1-(2,2,2-trifluoroethyl)-1,2-dihydro-1,5-naphthyridine-3-carboxylate), NC(CO)C (2-amino-1-propanol). Yields the product FC1=CC=C(C=C1)CC1=CN=C2C(=C(C(N(C2=C1)CC(F)(F)F)=O)C(=O)NC(CO)C)O (7-[(4-fluorophenyl)methyl]-4-hydroxy-N-(2-hydroxy-1-methylethyl)-2-oxo-1-(2,2,2-trifluoroethyl)-1,2-dihydro-1,5-naphthyridine-3-carboxamide). Isolated yield 65.0%. Reaction SMILES: [F:1][C:2]1[CH:7]=[CH:6][C:5]([CH2:8][C:9]2[CH:18]=[C:17]3[C:12]([C:13]([OH:30])=[C:14]([C:25](OCC)=[O:26])[C:15](=[O:24])[N:16]3[CH2:19][C:20]([F:23])([F:22])[F:21])=[N:11][CH:10]=2)=[CH:4][CH:3]=1.[NH2:31][CH:32]([CH3:35])[CH2:33][OH:34]>>[F:1][C:2]1[CH:7]=[CH:6][C:5]([CH2:8][C:9]2[CH:18]=[C:17]3[C:12]([C:13]([OH:30])=[C:14]([C:25]([NH:31][CH:32]([CH3:35])[CH2:33][OH:34])=[O:26])[C:15](=[O:24])[N:16]3[CH2:19][C:20]([F:23])([F:22])[F:21])=[N:11][CH:10]=2)=[CH:4][CH:3]=1. Procedure: In a similar manner to that described in example 196, from ethyl 7-[(4-fluorophenyl)methyl]-4-hydroxy-2-oxo-1-(2,2,2-trifluoroethyl)-1,2-dihydro-1,5-naphthyridine-3-carboxylate (20 mg, 0.050mmol) and 2-amino-1-propanol (0.05 mL) was prepared 7-[(4-fluorophenyl)methyl]-4-hydroxy-N-(2-hydroxy-1-methylethyl)-2-oxo-1-(2,2,2-trifluoroethyl)-1,2-dihydro-1,5-naphthyridine-3-carboxamide(15 mg, 65% yield) as a white solid after purification by reverse phase HPLC. 1H NMR (CDCl3) δ 9.98 (d, J=7.6 Hz, 1 H),... The reactants are Cc1cc(C)cc(Oc2[nH]c(=O)[nH]c(=O)c2C(C)C)c1, ClCc1nc2ccccc2o1. Yields the product Cc1cc(C)cc(Oc2c(C(C)C)c(=O)[nH]c(=O)n2Cc2nc3ccccc3o2)c1. RXN SMILES: [CH:1]([CH3:2])([CH3:3])[c:4]1[c:5](=[O:20])[nH:6][c:7](=[O:19])[nH:8][c:9]1[O:10][c:11]1[cH:12][c:13]([CH3:18])[cH:14][c:15]([CH3:17])[cH:16]1.[Cl:21][CH2:22][c:23]1[o:24][c:25]2[c:26]([n:27]1)[cH:28][cH:29][cH:30][cH:31]2>>[CH:1]([CH3:2])([CH3:3])[c:4]1[c:5](=[O:20])[nH:6][c:7](=[O:19])[n:8]([CH2:22][c:23]2[o:24][c:25]3[c:26]([n:27]2)[cH:28][cH:29][cH:30][cH:31]3)[c:9]1[O:10][c:11]1[cH:12][c:13]([CH3:18])[cH:14][c:15]([CH3:17])[cH:16]1. Starting materials: ClC1=CC=C(C=C1)N1C(=NC(C1)=O)NC (1-(p-chlorophenyl)-2-methylamino-4-oxo-2-imidazoline), S(=O)(=O)(OC)OC (dimethyl sulfate). Yields the product ClC1=CC=C(C=C1)N1C(N(C(C1)=O)C)=NC (1-(p-Chlorophenyl)-2-methylimino-3-methyl-4-oxoimidazolidine). Reaction SMILES: [Cl:1][C:2]1[CH:7]=[CH:6][C:5]([N:8]2[CH2:12][C:11](=[O:13])[N:10]=[C:9]2[NH:14][CH3:15])=[CH:4][CH:3]=1.S(OC)(O[CH3:20])(=O)=O>>[Cl:1][C:2]1[CH:3]=[CH:4][C:5]([N:8]2[CH2:12][C:11](=[O:13])[N:10]([CH3:20])[C:9]2=[N:14][CH3:15])=[CH:6][CH:7]=1. Procedure: 3 g. of 1-(p-chlorophenyl)-2-methylamino-4-oxo-2-imidazoline and 9 ml. dimethyl sulfate were heated slowly to 120° C. with stirring. The reaction mixture, cooled to room temperature, was filtered. The clear filtrate diluted with 150 ml. H2O was extracted once with 200 ml. ether. The aqueous layer was separated and made basic with 5N NaOH and cooling. The precipitate was filtered and recrystallized once with acetonitrile. Thin-layer chromatography gave a single spot. The yield of product, m.p. 15... Starting materials: COC(C1=CN=C(C(=C1)OC)Cl)=O (6-chloro-5-methoxynicotinic acid methyl ester), [OH-].[Na+] (NaOH), Cl (HCl). Run in CO (MeOH). Conditions: time 24 hour. The product is ClC1=NC=C(C(=O)O)C=C1OC (6-chloro-5-methoxynicotinic acid). Yield: 74.6%. As a reaction SMILES: C[O:2][C:3](=[O:13])[C:4]1[CH:9]=[C:8]([O:10][CH3:11])[C:7]([Cl:12])=[N:6][CH:5]=1.[OH-].[Na+].Cl>CO>[Cl:12][C:7]1[C:8]([O:10][CH3:11])=[CH:9][C:4]([C:3]([OH:13])=[O:2])=[CH:5][N:6]=1 |f:1.2|. Procedure: To a solution of 6-chloro-5-methoxynicotinic acid methyl ester (1.3 g, 6.4 mmol) in MeOH (4 mL) at 25° C. was added 10% NaOH aqueous solution (19.3 mmol). The reaction was stirred for 24 h, then placed into an ice water bath and acidified with 2M HCl until pH=2 was achieved. The flask was then placed into a refrigerator for 3 h. The white precipitate was filtered off and rinsed with cold H2O. The solid was dissolved in acetone, dried over MgSO4 and concentrated to furnish the product 6-chloro-5-... The reactants are FC1=CC=C(C=C1)C=1NC=C(C1C1=CC=NC=C1)C=CCO (2-(4-fluorophenyl)-4-(3-hydroxy-1-propen-1-yl)-3-(pyridin-4-yl)-1H-pyrrole), C(C)(=O)OCC (ethyl acetate). Reagents/catalysts: [O-2].[Mn+2] (manganese oxide). Solvent: CS(=O)C (dimethylsulfoxide). Reaction conditions: time 24 hour. Product: FC1=CC=C(C=C1)C=1NC=C(C1C1=CC=NC=C1)C=CC=O (3-[2-(4-Fluorophenyl)-3-(pyridin-4-yl)-1H-pyrrol-4-yl]acrylaldehyde). Yield: 84.0%. Reaction SMILES: [F:1][C:2]1[CH:7]=[CH:6][C:5]([C:8]2[NH:9][CH:10]=[C:11]([CH:19]=[CH:20][CH2:21][OH:22])[C:12]=2[C:13]2[CH:18]=[CH:17][N:16]=[CH:15][CH:14]=2)=[CH:4][CH:3]=1.C(OCC)(=O)C>CS(C)=O.[O-2].[Mn+2]>[F:1][C:2]1[CH:3]=[CH:4][C:5]([C:8]2[NH:9][CH:10]=[C:11]([CH:19]=[CH:20][CH:21]=[O:22])[C:12]=2[C:13]2[CH:18]=[CH:17][N:16]=[CH:15][CH:14]=2)=[CH:6][CH:7]=1 |f:3.4|. Procedure details: 16.32 g of activated manganese oxide were added to a solution of 1.63 g (5.54 mmol) of 2-(4-fluorophenyl)-4-(3-hydroxy-1-propen-1-yl)-3-(pyridin-4-yl)-1H-pyrrole [prepared as described in step 66(i) above] in 80 ml of dimethylsulfoxide. The resulting mixture was stirred at room temperature for 24 hours. At the end of this time, ethyl acetate was added to the reaction mixture and then this was filtered. Water was added to the resulting filtrate and then this was extracted with ethyl acetate. The ... The reactants are NCC=CCOc1cc(CN2CCCCC2)ccn1, Nc1n[nH]cc1C(=O)O. Product: Nc1n[nH]cc1C(=O)NCC=CCOc1cc(CN2CCCCC2)ccn1. RXN SMILES: [N:1]1([CH2:7][c:8]2[cH:9][c:10]([O:14][CH2:15][CH:16]=[CH:17][CH2:18][NH2:19])[n:11][cH:12][cH:13]2)[CH2:2][CH2:3][CH2:4][CH2:5][CH2:6]1.[NH2:20][c:21]1[n:22][nH:23][cH:24][c:25]1[C:26](=[O:27])[OH:28]>>[N:1]1([CH2:7][c:8]2[cH:9][c:10]([O:14][CH2:15][CH:16]=[CH:17][CH2:18][NH:19][C:26]([c:25]3[c:21]([NH2:20])[n:22][nH:23][cH:24]3)=[O:27])[n:11][cH:12][cH:13]2)[CH2:2][CH2:3][CH2:4][CH2:5][CH2:6]1.